describe an organic reaction: reactants, conditions, products, and yield From a dataset of the Open Reaction Database (ORD), a public repository of structured organic reaction records. Reactants: COc1cc2ncnc(Cl)c2cc1OC, O=C(Cc1ccccc1)Nc1ccc2cc(O)ccc2c1. The product is COc1cc2ncnc(Oc3ccc4cc(NC(=O)Cc5ccccc5)ccc4c3)c2cc1OC. Reaction SMILES: [Cl:22][c:23]1[n:24][cH:25][n:26][c:27]2[cH:28][c:29]([O:35][CH3:36])[c:30]([O:33][CH3:34])[cH:31][c:32]12.[OH:1][c:2]1[cH:3][c:4]2[cH:5][cH:6][c:7]([NH:12][C:13]([CH2:14][c:15]3[cH:16][cH:17][cH:18][cH:19][cH:20]3)=[O:21])[cH:8][c:9]2[cH:10][cH:11]1>>[O:1]([c:2]1[cH:3][c:4]2[cH:5][cH:6][c:7]([NH:12][C:13]([CH2:14][c:15]3[cH:16][cH:17][cH:18][cH:19][cH:20]3)=[O:21])[cH:8][c:9]2[cH:10][cH:11]1)[c:23]1[n:24][cH:25][n:26][c:27]2[cH:28][c:29]([O:35][CH3:36])[c:30]([O:33][CH3:34])[cH:31][c:32]12. Reactants: IC1=C2/C(/C(NC2=CC=C1)=O)=C/C=1NC=CC1 ((Z)-1,3-dihydro-4-iodo-3-[(1H-pyrrol-2-yl)methylene]-2H-indol-2-one), C=CC1=CC=CC=C1 (styrene), C1(=C(C=CC=C1)P(C1=C(C=CC=C1)C)C1=C(C=CC=C1)C)C (tri-o-tolylphosphine). Reagents/catalysts: CC(=O)[O-].CC(=O)[O-].[Pd+2] (Pd(OAc)2). Solvent: CN(C)C=O (DMF), TEA. Reaction conditions: temperature 85 celsius, time 8 hour. Product: N1C(=CC=C1)\C=C\1/C(N(C2=CC=CC=C12)\C=C\C1=CC=CC=C1)=O (1,3-Dihydro-(Z)-3-[(1H-pyrrol-2yl)methylene]-[(E)-2-phenylethenyl]-2H-indol-2-one). Reaction SMILES: I[C:2]1[CH:10]=[CH:9][CH:8]=[C:7]2[C:3]=1/[C:4](=[CH:12]/[C:13]1[NH:14][CH:15]=[CH:16][CH:17]=1)/[C:5](=[O:11])[NH:6]2.[CH2:18]=[CH:19][C:20]1[CH:25]=[CH:24][CH:23]=[CH:22][CH:21]=1.C1(C)C=CC=CC=1P(C1C=CC=CC=1C)C1C=CC=CC=1C>CN(C=O)C.CC([O-])=O.CC([O-])=O.[Pd+2]>[NH:14]1[CH:15]=[CH:16][CH:17]=[C:13]1/[CH:12]=[C:4]1\[C:5](=[O:11])[N:6](/[CH:18]=[CH:19]/[C:20]2[CH:25]=[CH:24][CH:23]=[CH:22][CH:21]=2)[C:7]2[C:3]\1=[CH:2][CH:10]=[CH:9][CH:8]=2 |f:4.5.6|. Procedure details: To a stirred solution of (Z)-1,3-dihydro-4-iodo-3-[(1H-pyrrol-2-yl)methylene]-2H-indol-2-one (from Example 71 above) (500 mg, 1.49 mmol) in DMF (8 mL) and TEA (3 mL) was added styrene (0.34 mL, 2.98 mmol) (Aldrich), tri-o-tolylphosphine (361 mg, 1.19 mmol) (Aldrich) and Pd(OAc)2 (67 mg, 0.30 mmol) (Aldrich). The reaction mixture was stirred at 85° C. overnight in a pressure tube. The solvent was removed in vacuo, and the residue was purified by silica gel chromatography (Hex:EtOAc 5:1) to 1,3-di... Reactants: Cc1ccccc1, CC#N, O=C(CN1CCNCC1)N1CCN(C2CCC2)CC1, O=C(O)c1ccccc1. Yields the product O=C(CN1CCN(C(=O)c2ccccc2)CC1)N1CCN(C2CCC2)CC1. As a reaction SMILES: [CH3:29][c:30]1[cH:31][cH:32][cH:33][cH:34][cH:35]1.[CH3:36][C:37]#[N:38].[CH:1]1([N:5]2[CH2:6][CH2:7][N:8]([C:11]([CH2:12][N:13]3[CH2:14][CH2:15][NH:16][CH2:17][CH2:18]3)=[O:19])[CH2:9][CH2:10]2)[CH2:2][CH2:3][CH2:4]1.[OH:20][C:21](=[O:22])[c:23]1[cH:24][cH:25][cH:26][cH:27][cH:28]1>>[CH:1]1([N:5]2[CH2:6][CH2:7][N:8]([C:11]([CH2:12][N:13]3[CH2:14][CH2:15][N:16]([C:21](=[O:20])[c:23]4[cH:24][cH:25][cH:26][cH:27][cH:28]4)[CH2:17][CH2:18]3)=[O:19])[CH2:9][CH2:10]2)[CH2:2][CH2:3][CH2:4]1.